From a dataset of the Open Reaction Database (ORD), a public repository of structured organic reaction records. describe an organic reaction: reactants, conditions, products, and yield Starting materials: CCOC(=O)CBr, COC(=O)c1cc(I)ccc1O, CC(C)=O, CCOC(C)=O, [K]. Yields the product CCOC(=O)COc1ccc(I)cc1C(=O)OC. RXN SMILES: [Br:13][CH2:14][C:15](=[O:16])[O:17][CH2:18][CH3:19].[CH3:1][O:2][C:3]([c:4]1[c:5]([OH:11])[cH:6][cH:7][c:8]([I:10])[cH:9]1)=[O:12].[CH3:21][C:22](=[O:23])[CH3:24].[CH3:25][CH2:26][O:27][C:28](=[O:29])[CH3:30].[K:20]>>[CH3:1][O:2][C:3]([c:4]1[c:5]([O:11][CH2:14][C:15](=[O:16])[O:17][CH2:18][CH3:19])[cH:6][cH:7][c:8]([I:10])[cH:9]1)=[O:12]. The reactants are C=CC(=O)Cl, CCC(N)C(OC)OC, [Na+], [OH-]. Yields the product C=CC(=O)NC(CC)C(OC)OC. As a reaction SMILES: [C:10]([CH:11]=[CH2:12])(=[O:13])[Cl:14].[CH3:1][O:2][CH:3]([CH:4]([CH2:5][CH3:6])[NH2:7])[O:8][CH3:9].[Na+:16].[OH-:15]>>[CH3:1][O:2][CH:3]([CH:4]([CH2:5][CH3:6])[NH:7][C:10]([CH:11]=[CH2:12])=[O:13])[O:8][CH3:9].